This data is from the Open Reaction Database (ORD), a public repository of structured organic reaction records. The task is: describe an organic reaction: reactants, conditions, products, and yield Reactants: compound, FC1=C2C(CCC(C2=C(C=C1)[N+](=O)[O-])=O)N1C(C2=CC=CC=C2C1=O)=O (5-Fluoro-8-nitro-4-(1,3-dioxoisoindoline-2-yl)-1-tetralone), O1CCOCC1 (dioxane). The reagents and catalysts are [Pd] (palladium-on-carbon). Run in C(C)O (ethanol). Yields the product NC=1C=CC(=C2C(CCC(C12)=O)N1C(C2=CC=CC=C2C1=O)=O)F (8-Amino-5-fluoro-4-(1,3-dioxoisoindoline-2-yl)-1-tetralone). RXN SMILES: [F:1][C:2]1[CH:11]=[CH:10][C:9]([N+:12]([O-])=O)=[C:8]2[C:3]=1[CH:4]([N:16]1[C:24](=[O:25])[C:23]3[C:18](=[CH:19][CH:20]=[CH:21][CH:22]=3)[C:17]1=[O:26])[CH2:5][CH2:6][C:7]2=[O:15].O1CCOCC1>[Pd].C(O)C>[NH2:12][C:9]1[CH:10]=[CH:11][C:2]([F:1])=[C:3]2[C:8]=1[C:7](=[O:15])[CH2:6][CH2:5][CH:4]2[N:16]1[C:24](=[O:25])[C:23]2[C:18](=[CH:19][CH:20]=[CH:21][CH:22]=2)[C:17]1=[O:26]. Procedure: To 320 mg of the compound prepared in (9) above were added 9 ml of dioxane and 15 ml of ethanol. The mixture was catalytically hydrogenated with 290 mg of 10% palladium-on-carbon. The catalyst was removed by filtration, the filtrate was concentrated, and the residue was subjected to silica gel column chromatography using hexane-ethyl acetate (2:1) as an eluant to obtain fractions containing the target compound. The fractions were concentrated to produce 206 mg of the title compound.